From a dataset of the Open Reaction Database (ORD), a public repository of structured organic reaction records. describe an organic reaction: reactants, conditions, products, and yield Starting materials: ClC1=CC(=CC=C1)C(=O)OO (m-chloroperbenzoic acid), CN(CCOC1=CC=C(C=C1)SC=1C(=NC(=CC1)SC1=NN=CN1C)C(=O)NC1=NC(=NS1)C)C (3-({4-[2-(dimethylamino)ethoxy]phenyl}thio)-N-(3-methyl-1,2,4-thiadiazol-5-yl)-6-[(4-methyl-4H-1,2,4-triazol-3-yl)thio]pyridine-2-carboxamide), S(=O)([O-])[O-].[Na+].[Na+] (sodium sulfite). The solvent is C(Cl)(Cl)Cl (chloroform). Conditions: temperature 0 celsius, time 30 minute. The product is C[N+]([O-])(C)CCOC1=CC=C(C=C1)SC=1C(=NC(=CC1)SC1=NN=CN1C)C(=O)NC1=NC(=NS1)C (3-([4-[2-(dimethylnitroryl)ethoxy]phenyl]thio)-N-(3-methyl-1,2,4-thiadiazol-5-yl)-6-[(4-methyl-4H-1,2,4-triazol-3-yl)thio]pyridine-2-carboxamide). Isolated yield 84.9%. Reaction SMILES: ClC1C=CC=C(C(OO)=[O:9])C=1.[CH3:12][N:13]([CH3:46])[CH2:14][CH2:15][O:16][C:17]1[CH:22]=[CH:21][C:20]([S:23][C:24]2[C:25]([C:37]([NH:39][C:40]3[S:44][N:43]=[C:42]([CH3:45])[N:41]=3)=[O:38])=[N:26][C:27]([S:30][C:31]3[N:35]([CH3:36])[CH:34]=[N:33][N:32]=3)=[CH:28][CH:29]=2)=[CH:19][CH:18]=1.S([O-])([O-])=O.[Na+].[Na+]>C(Cl)(Cl)Cl>[CH3:12][N+:13]([CH2:14][CH2:15][O:16][C:17]1[CH:22]=[CH:21][C:20]([S:23][C:24]2[C:25]([C:37]([NH:39][C:40]3[S:44][N:43]=[C:42]([CH3:45])[N:41]=3)=[O:38])=[N:26][C:27]([S:30][C:31]3[N:35]([CH3:36])[CH:34]=[N:33][N:32]=3)=[CH:28][CH:29]=2)=[CH:19][CH:18]=1)([CH3:46])[O-:9] |f:2.3.4|. Reported procedure: At 0° C., 9.2 mg of m-chloroperbenzoic acid was added to a chloroform solution of 20 mg of 3-({4-[2-(dimethylamino)ethoxy]phenyl}thio)-N-(3-methyl-1,2,4-thiadiazol-5-yl)-6-[(4-methyl-4H-1,2,4-triazol-3-yl)thio]pyridine-2-carboxamide obtained in Example 1, and stirred at 0° C. for 30 minutes. Aqueous sodium sulfite solution was added to it, extracted with chloroform, and the organic layer was dried with anhydrous sodium sulfate. The solvent was evaporated away under reduced pressure, and the resi...